The task is: describe an organic reaction: reactants, conditions, products, and yield. This data is from the Open Reaction Database (ORD), a public repository of structured organic reaction records. Starting materials: NN1C(=CC=C1)C(C1=CC=CC=C1)=O (1-amino-2-benzoylpyrrole), C([O-])(O)=O.[Na+] (sodium bicarbonate), ClC(=O)OCC (ethyl chloroformate). The solvent is ClCCl (dichloromethane), ClCCl (dichloromethane). Product: C(C1=CC=CC=C1)(=O)C=1N(C=CC1)NC(OCC)=O ((2-Benzoyl-1H-pyrrol-1-yl)-carbamic acid, ethyl ester). The yield is 95.6%. Reaction SMILES: [NH2:1][N:2]1[CH:6]=[CH:5][CH:4]=[C:3]1[C:7](=[O:14])[C:8]1[CH:13]=[CH:12][CH:11]=[CH:10][CH:9]=1.C(=O)(O)[O-].[Na+].Cl[C:21]([O:23][CH2:24][CH3:25])=[O:22]>ClCCl>[C:7]([C:3]1[N:2]([NH:1][C:21](=[O:22])[O:23][CH2:24][CH3:25])[CH:6]=[CH:5][CH:4]=1)(=[O:14])[C:8]1[CH:9]=[CH:10][CH:11]=[CH:12][CH:13]=1 |f:1.2|. Reported procedure: To a mixture of 1-amino-2-benzoylpyrrole (12.3 g, 66 mmol) and sodium bicarbonate (13.9 g, 165 mmol) in 250 ml of dichloromethane was added a solution of ethyl chloroformate (8.2 g, 75 mmol) in 50 ml of dichloromethane. This mixture was stirred at reflux for 5 hours and then quenched with 150 ml of ice. The dichloromethane layer was separated, washed with water, dried over anhydrous Na2SO4, filtered and evaporated to an oil. This oil solidified upon trituration with hexane to give 16.3 g (96%) o... The reactants are CC1=CC2=C(N=CN2)C=C1C (5,6-dimethylbenzoimidazole), C(C)OC(=O)C1=C(N=C(S1)Cl)C1=CC=CC=C1 (2-Chloro-4-phenylthiazole-5-carboxylic acid ethyl ester). Yields the product CC1=CC2=C(N(C=N2)C=2SC(=C(N2)C2=CC=CC=C2)C(=O)O)C=C1C (2-(5,6-Dimethylbenzoimidazol-1-yl)-4-phenylthiazole-5-carboxylic acid). Reaction SMILES: [CH3:1][C:2]1[C:10]([CH3:11])=[CH:9][C:5]2[N:6]=[CH:7][NH:8][C:4]=2[CH:3]=1.C([O:14][C:15]([C:17]1[S:21][C:20](Cl)=[N:19][C:18]=1[C:23]1[CH:28]=[CH:27][CH:26]=[CH:25][CH:24]=1)=[O:16])C>>[CH3:1][C:2]1[C:10]([CH3:11])=[CH:9][C:5]2[N:6]([C:20]3[S:21][C:17]([C:15]([OH:16])=[O:14])=[C:18]([C:23]4[CH:28]=[CH:27][CH:26]=[CH:25][CH:24]=4)[N:19]=3)[CH:7]=[N:8][C:4]=2[CH:3]=1. Reported procedure: 2-(5,6-Dimethylbenzoimidazol-1-yl)-4-phenylthiazole-5-carboxylic acid was prepared in a similar manner as that for Example 1 starting with the reaction of 5,6-dimethylbenzoimidazole and 2-Chloro-4-phenylthiazole-5-carboxylic acid ethyl ester. 1H-NMR(DMSO-D6) 8.82 (s, 1H); 7.98 (s, 1H); 7.82-7.92 (m, 2H); 7.58 (s, 1H); 7.42-7.52 (m, 3H); 2.39 (s, 3H); 2.38 (s, 3H). MS M/z 350 (M+1). Starting materials: Cc1onc(C(=O)NC(C)(C)C)c1C(=O)O, CCCP(=O)(O)O, CC1CNCCO1, CN(C)c1ccccn1, ClCCl. Yields the product Cc1onc2c1C(=O)N(C(C)(C)C)C2=O. RXN SMILES: [C:24]([CH3:25])([CH3:26])([CH3:27])[NH:28][C:29](=[O:30])[c:31]1[n:32][o:33][c:34]([CH3:39])[c:35]1[C:36](=[O:37])[OH:38].[CH2:17]([P:18]([OH:19])([OH:20])=[O:21])[CH2:22][CH3:23].[CH3:1][CH:2]1[CH2:3][NH:4][CH2:5][CH2:6][O:7]1.[CH3:8][N:9]([c:10]1[cH:11][cH:12][cH:13][cH:14][n:15]1)[CH3:16].[Cl:40][CH2:41][Cl:42]>>[C:24]([CH3:25])([CH3:26])([CH3:27])[N:28]1[C:29](=[O:30])[c:31]2[n:32][o:33][c:34]([CH3:39])[c:35]2[C:36]1=[O:37]. Reactants: xylenes, N(=[N+]=[N-])C(C(=O)[O-])=CC1=CC(=C(C=C1)OCCCl)OC (azido-4-(2-chloroethoxy)-3-methoxycinnamate), C=1(C(=CC=CC1)C)C (xylene). Solvent: xylenes. Product: ClCCOC1=C(C=C2C=C(NC2=C1)C(=O)OC)OC (methyl 6-(2-chloroethoxy)-5-methoxyindole-2-carboxylate). Yield: 52.0%. As a reaction SMILES: [N:1]([C:4](=[CH:8][C:9]1[CH:14]=[CH:13][C:12]([O:15][CH2:16][CH2:17][Cl:18])=[C:11]([O:19][CH3:20])[CH:10]=1)[C:5]([O-:7])=[O:6])=[N+]=[N-].[C:21]1(C)C(C)=CC=CC=1>>[Cl:18][CH2:17][CH2:16][O:15][C:12]1[CH:13]=[C:14]2[C:9]([CH:8]=[C:4]([C:5]([O:7][CH3:21])=[O:6])[NH:1]2)=[CH:10][C:11]=1[O:19][CH3:20]. Procedure: A warmed (40° C.) solution of the above azidocinnamate (5.08 g, 16.3 mmol) in xylenes (140 mL) was added to boiling xylenes (60 mL) over 1 h. After a further 15 min at reflux, most of the xylene was removed by distillation. The precipitate that formed in the cooled residue was isolated by filtration, washed with CHCl3 and hexanes, and crystallized from MeOH to give methyl 6-(2-chloroethoxy)-5-methoxyindole-2-carboxylate (2.423 g, 52%) as fluffy white needles, mp 164-166° C. (sublimes 110° C.). 1... Reactants: FC1=CC=C(C=C1)C1=NOC(=C1C=1N=CNC1)C(F)(F)F (3-(4-fluoro-phenyl)-4-(1H-imidazol-4-yl)-5-trifluoromethyl-isoxazole), FC1=CC=C(C(=O)OC)C=C1 (methyl 4-fluorobenzoate). Product: FC1=CC=C(C=C1)C1=NOC(=C1C=1N=CN(C1)C1=CC=C(C(=O)O)C=C1)C(F)(F)F (4-{4-[3-(4-Fluoro-phenyl)-5-trifluoromethyl-isoxazol-4-yl]-imidazol-1-yl}-benzoic acid). The yield is 15.0%. RXN SMILES: [F:1][C:2]1[CH:7]=[CH:6][C:5]([C:8]2[C:12]([C:13]3[N:14]=[CH:15][NH:16][CH:17]=3)=[C:11]([C:18]([F:21])([F:20])[F:19])[O:10][N:9]=2)=[CH:4][CH:3]=1.F[C:23]1[CH:32]=[CH:31][C:26]([C:27]([O:29]C)=[O:28])=[CH:25][CH:24]=1>>[F:1][C:2]1[CH:7]=[CH:6][C:5]([C:8]2[C:12]([C:13]3[N:14]=[CH:15][N:16]([C:23]4[CH:32]=[CH:31][C:26]([C:27]([OH:29])=[O:28])=[CH:25][CH:24]=4)[CH:17]=3)=[C:11]([C:18]([F:21])([F:19])[F:20])[O:10][N:9]=2)=[CH:4][CH:3]=1. Reported procedure: As described for Example 24, 3-(4-fluoro-phenyl)-4-(1H-imidazol-4-yl)-5-trifluoromethyl-isoxazole (900 mg, 3.0 mmol), using methyl 4-fluorobenzoate instead of 4-fluoroacetophenone, was converted to the title compound (190 mg, 15%) which was obtained as a white solid. MS: m/e=416.3 [M+H]+.